From a dataset of the Open Reaction Database (ORD), a public repository of structured organic reaction records. describe an organic reaction: reactants, conditions, products, and yield Reactants: CO, [O-][I+3]([O-])([O-])[O-], Nc1ncccn1, Nc1ncnc2c1ncn2C1OC(CO)C(O)C1O, [Na+], O. The product is Nc1ncnc2c1ncn2C1OC(CO)C(O)N(c2ncccn2)C1O. RXN SMILES: [CH3:33][OH:34].[I+3:1]([O-:2])([O-:3])([O-:4])[O-:5].[NH2:26][c:27]1[n:28][cH:29][cH:30][cH:31][n:32]1.[NH2:7][c:8]1[n:9][cH:10][n:11][c:12]2[n:13]([CH:17]3[O:18][CH:19]([CH2:20][OH:21])[CH:22]([OH:23])[CH:24]3[OH:25])[cH:14][n:15][c:16]12.[Na+:6].[OH2:35]>>[NH2:7][c:8]1[n:9][cH:10][n:11][c:12]2[n:13]([CH:17]3[O:18][CH:19]([CH2:20][OH:21])[CH:22]([OH:23])[N:26]([c:27]4[n:28][cH:29][cH:30][cH:31][n:32]4)[CH:24]3[OH:25])[cH:14][n:15][c:16]12. Reactants: CC1C2CC(C(/C=C/C=C(/CC3=CC(=C(C(=C3)OC)Cl)N(C(=O)CC(C4(C1O4)C)O)C)\C)OC)(NC(=O)O2)O (maytansinol), C(CCC)[Li] (n-butyllithium), ClC(=O)OCCCCCCCC (n-octyl chloroformate). Run in C1CCOC1 (THF). Conditions: time 15 minute. The product is CC1C2CC(C(/C=C/C=C(/CC3=CC(=C(C(=C3)OC)Cl)N(C(=O)CC(C4(C1O4)C)O)C)\C)OC)(NC(=O)O2)O.CCC(CCCCC)OC([O-])=O (maytansinol 3-n-octylcarbonate). Isolated yield 54.5%. RXN SMILES: [CH3:1][CH:2]1[CH:27]2[O:28][C:26]2([CH3:29])[CH:25]([OH:30])[CH2:24][C:22](=[O:23])[N:21]([CH3:31])[C:14]2=[C:15]([Cl:20])[C:16]([O:18][CH3:19])=[CH:17][C:12](=[CH:13]2)[CH2:11][C:10]([CH3:32])=[CH:9][CH:8]=[CH:7][CH:6]([O:33][CH3:34])[C:5]2([OH:39])[NH:35][C:36]([O:38][CH:3]1[CH2:4]2)=[O:37].C([Li])CCC.ClC(OCCCCCCCC)=[O:47]>C1COCC1>[CH3:1][CH:2]1[CH:27]2[O:28][C:26]2([CH3:29])[CH:25]([OH:30])[CH2:24][C:22](=[O:23])[N:21]([CH3:31])[C:14]2=[C:15]([Cl:20])[C:16]([O:18][CH3:19])=[CH:17][C:12](=[CH:13]2)[CH2:11][C:10]([CH3:32])=[CH:9][CH:8]=[CH:7][CH:6]([O:33][CH3:34])[C:5]2([OH:39])[NH:35][C:36]([O:38][CH:3]1[CH2:4]2)=[O:37].[CH3:5][CH2:4][CH:3]([O:38][C:36](=[O:37])[O-:47])[CH2:2][CH2:27][CH2:26][CH2:25][CH3:24] |f:4.5|. Reported procedure: In 6.0 ml of dry THF is dissolved 163 mg of maytansinol and under nitrogen gas streams and at -20° C., the solution is treated with 10 molar equivalents of 15% n-butyllithium (n-hexane solution). Then, 556 mg of n-octyl chloroformate is added and the mixture is stirred for 15 minutes. Thereafter, at 0° C., the organic layer is extracted with 1.0 ml of saturated sodium chloride and 20 ml of THF. The organic layer is dried, after which the solvent is distilled off. The residue is purified by silic...